This data is from the Open Reaction Database (ORD), a public repository of structured organic reaction records. The task is: describe an organic reaction: reactants, conditions, products, and yield Starting materials: C(C)(=S)[O-].[K+] (Potassium thioacetate), Cl.ClCCN (2-Chloroethylamine hydrochloride), N(=C=O)CCC[Si](OCC)(OCC)OCC (3-Isocyanatopropyl(triethoxysilane)), [O-]CC.[Na+] (sodium ethoxide). Run in C(C)O (ethanol). Run at temperature -78 celsius. Yields the product [Si](OCC)(OCC)(OCC)CCCNC(=O)NCCSCC ((EtO)3Si—CH2CH2CH2—NH—CO—NH—CH2CH2—S—CH2CH3). The yield is 116.7%. RXN SMILES: Cl.Cl[CH2:3][CH2:4][NH2:5].[O-]CC.[Na+].[N:10]([CH2:13][CH2:14][CH2:15][Si:16]([O:23][CH2:24][CH3:25])([O:20][CH2:21][CH3:22])[O:17][CH2:18][CH3:19])=[C:11]=[O:12].[C:26]([O-])(=[S:28])[CH3:27].[K+]>C(O)C>[Si:16]([CH2:15][CH2:14][CH2:13][NH:10][C:11]([NH:5][CH2:4][CH2:3][S:28][CH2:26][CH3:27])=[O:12])([O:23][CH2:24][CH3:25])([O:17][CH2:18][CH3:19])[O:20][CH2:21][CH3:22] |f:0.1,2.3,5.6|. Procedure: 2-Chloroethylamine hydrochloride (73.86 g, 0.70 mol, 1.00 eq) is initially charged in ethanol (2.0 l) in a 4 l three-neck flask with precision glass stirrer, internal thermometer, dropping funnel and reflux condenser, and cooled to −78° C., and sodium ethoxide (226.83 g, 0.70 mol, 1.00 eq, 21% in ethanol) is added. 3-Isocyanatopropyl(triethoxysilane) (173.15 g, 0.70 mol, 1.00 eq) is then added dropwise at −78 to −65° C. within 3 h and then the mixture is heated to 50° C. Potassium thioacetate (7... Starting materials: CN1CCNCC1, C(=NC1CCCCC1)=NC1CCCCC1, COc1ccc(COc2c(Cl)cc(C(=O)O)c(Cl)c2OCc2ccc(OC)cc2)cc1, C1CCOC1, On1nnc2ccccc21. The product is COc1ccc(COc2c(Cl)cc(C(=O)N3CCN(C)CC3)c(Cl)c2OCc2ccc(OC)cc2)cc1. RXN SMILES: [CH3:57][N:58]1[CH2:59][CH2:60][NH:61][CH2:62][CH2:63]1.[CH:42]1([N:43]=[C:44]=[N:45][CH:46]2[CH2:47][CH2:48][CH2:49][CH2:50][CH2:51]2)[CH2:52][CH2:53][CH2:54][CH2:55][CH2:56]1.[Cl:1][c:2]1[c:3]([C:4](=[O:5])[OH:6])[cH:7][c:8]([Cl:31])[c:9]([O:21][CH2:22][c:23]2[cH:24][cH:25][c:26]([O:29][CH3:30])[cH:27][cH:28]2)[c:10]1[O:11][CH2:12][c:13]1[cH:14][cH:15][c:16]([O:19][CH3:20])[cH:17][cH:18]1.[O:64]1[CH2:65][CH2:66][CH2:67][CH2:68]1.[OH:32][n:33]1[c:34]2[cH:35][cH:36][cH:37][cH:38][c:39]2[n:40][n:41]1>>[Cl:1][c:2]1[c:3]([C:4](=[O:5])[N:61]2[CH2:60][CH2:59][N:58]([CH3:57])[CH2:63][CH2:62]2)[cH:7][c:8]([Cl:31])[c:9]([O:21][CH2:22][c:23]2[cH:24][cH:25][c:26]([O:29][CH3:30])[cH:27][cH:28]2)[c:10]1[O:11][CH2:12][c:13]1[cH:14][cH:15][c:16]([O:19][CH3:20])[cH:17][cH:18]1.